This data is from the Open Reaction Database (ORD), a public repository of structured organic reaction records. The task is: describe an organic reaction: reactants, conditions, products, and yield Starting materials: CC(=O)OC(C)=O, O, CCOC(=O)c1c(O)c2ccccc2c2nc3ccccc3nc12, c1ccncc1. Yields the product CCOC(=O)c1c(OC(C)=O)c2ccccc2c2nc3ccccc3nc12. Reaction SMILES: [CH3:25][C:26](=[O:27])[O:28][C:29](=[O:30])[CH3:31].[OH2:38].[OH:1][c:2]1[c:3]2[c:4]([c:5]3[n:6][c:7]4[cH:8][cH:9][cH:10][cH:11][c:12]4[n:13][c:14]3[c:15]1[C:16](=[O:17])[O:18][CH2:19][CH3:20])[cH:21][cH:22][cH:23][cH:24]2.[cH:32]1[cH:33][cH:34][n:35][cH:36][cH:37]1>>[O:1]([c:2]1[c:3]2[c:4]([c:5]3[n:6][c:7]4[cH:8][cH:9][cH:10][cH:11][c:12]4[n:13][c:14]3[c:15]1[C:16](=[O:17])[O:18][CH2:19][CH3:20])[cH:21][cH:22][cH:23][cH:24]2)[C:26]([CH3:25])=[O:27]. Starting materials: FC=1C(=C(C=CC1)[C@H](C[C@@](C=O)(C(F)(F)F)O)C)OC ((2R*,4S*)-4-(3-fluoro-2-methoxyphenyl)-2-hydroxy-2-(trifluoromethyl)-pentanal), NC1=C2C=NC(=NC2=CC=C1)C (5-amino-2-methylquinazoline). The reagents and catalysts are [O-]CC.[O-]CC.[O-]CC.[O-]CC.[Ti+4] (titanium tetraethoxide). The product is FC=1C(=C(C=CC1)[C@H](C[C@](C=NC1=C2C=NC(=NC2=CC=C1)C)(O)C(F)(F)F)C)OC ((2R*,4S*)-4-(3-fluoro-2-methoxyphenyl)-1-[(2-methylquinazolin-5-yl)imino]-2-(trifluoromethyl)pentan-2-ol). As a reaction SMILES: [F:1][C:2]1[C:3]([O:19][CH3:20])=[C:4]([C@@H:8]([CH3:18])[CH2:9][C@:10]([OH:17])([C:13]([F:16])([F:15])[F:14])[CH:11]=O)[CH:5]=[CH:6][CH:7]=1.[NH2:21][C:22]1[CH:31]=[CH:30][CH:29]=[C:28]2[C:23]=1[CH:24]=[N:25][C:26]([CH3:32])=[N:27]2>[O-]CC.[O-]CC.[O-]CC.[O-]CC.[Ti+4]>[F:1][C:2]1[C:3]([O:19][CH3:20])=[C:4]([C@@H:8]([CH3:18])[CH2:9][C@@:10]([C:13]([F:14])([F:15])[F:16])([OH:17])[CH:11]=[N:21][C:22]2[CH:31]=[CH:30][CH:29]=[C:28]3[C:23]=2[CH:24]=[N:25][C:26]([CH3:32])=[N:27]3)[CH:5]=[CH:6][CH:7]=1 |f:2.3.4.5.6|. Procedure: In the same way as in Example 1, 135 mg (0.46 mmol) of (2R*,4S*)-4-(3-fluoro-2-methoxyphenyl)-2-hydroxy-2-(trifluoromethyl)-pentanal, 100 mg (0.63 mmol) of 5-amino-2-methylquinazoline and 0.23 ml of titanium tetraethoxide are reacted to give (2R*,4S*)-4-(3-fluoro-2-methoxyphenyl)-1-[(2-methylquinazolin-5-yl)imino]-2-(trifluoromethyl)pentan-2-ol. 260 mg of resultant crude imine are cyclized in the same way as in Example 1 at −30° C. using 5 ml (5 mmol) of 1 M boron tribromide solution to give the... Reactants: CC1=C(OC(O1)=O)CI (5-methyl-2-oxo-1,3-dioxolen-4-ylmethyl iodide), O=C1NCCC1SC=1[C@@H]([C@H]2N(C1C(=O)[O-])C([C@@H]2[C@@H](C)O)=O)C.[Na+] (sodium (1R, 5S, 6S)-2-(2-oxo-3-pyrrolidinylthio)-6-[(1R)-1-hydroxyethyl]-1-methyl-1-carbapen-2-em-3-carboxylate), CN(C=O)C (dimethylformamide). Solvent: C(Cl)(Cl)Cl (chloroform), C(C)(=O)OCC (ethyl acetate). Conditions: time 80 minute. The product is O=C1NCCC1SC=1[C@@H]([C@H]2N(C1C(=O)OCC=1OC(OC1C)=O)C([C@@H]2[C@@H](C)O)=O)C (5-Methyl-2-oxo-1,3-dioxolen-4-ylmethyl (1R, 5S, 6S)-2-(2-oxo-3-pyrrolidinylthio)-6-[(1R)-1-hydroxyethyl]-1-methyl-1-carbapen-2-em-3-carboxylate). Yield: 45.7%. As a reaction SMILES: [CH3:1][C:2]1[O:6][C:5](=[O:7])[O:4][C:3]=1[CH2:8]I.[O:10]=[C:11]1[CH:15]([S:16][C:17]2[C@H:18]([CH3:31])[C@@H:19]3[C@@H:26]([C@H:27]([OH:29])[CH3:28])[C:25](=[O:30])[N:20]3[C:21]=2[C:22]([O-:24])=[O:23])[CH2:14][CH2:13][NH:12]1.[Na+].CN(C)C=O>C(Cl)(Cl)Cl.C(OCC)(=O)C>[O:10]=[C:11]1[CH:15]([S:16][C:17]2[C@H:18]([CH3:31])[C@@H:19]3[C@@H:26]([C@H:27]([OH:29])[CH3:28])[C:25](=[O:30])[N:20]3[C:21]=2[C:22]([O:24][CH2:8][C:3]2[O:4][C:5](=[O:7])[O:6][C:2]=2[CH3:1])=[O:23])[CH2:14][CH2:13][NH:12]1 |f:1.2|. Reported procedure: A solution of 66 mg of 5-methyl-2-oxo-1,3-dioxolen-4-ylmethyl iodide (prepared by heating 5-methyl-2-oxo-1,3-dioxolen-4-ylmethyl bromide and sodium iodide under reflux in acetone) in chloroform was added to a mixture of 47.6 mg of sodium (1R, 5S, 6S)-2-(2-oxo-3-pyrrolidinylthio)-6-[(1R)-1-hydroxyethyl]-1-methyl-1-carbapen-2-em-3-carboxylate and 0.4 ml of dry dimethylformamide. The mixture was stirred at room temperature for 80 minutes and then at 30°-45° C. for 4.5 hours. At the end of this time... The reactants are C(O)([O-])=O.[Na+] (sodium hydrogen carbonate), CC(C)([O-])C.[K+] (potassium tert-butoxide), N(C1=CC=CC=C1)C1=NC(=CC(=N1)C)C=C(C)Cl (2-anilino-4-methyl-6-(2-chloropropen-1-yl)pyrimidine), Cl (hydrochloric acid). The solvent is O (water), O1CCCC1 (tetrahydrofuran), O1CCCC1 (tetrahydrofuran). The product is N(C1=CC=CC=C1)C1=NC(=CC(=N1)C)C#CC (2-anilino-4-methyl-6-(1-propynyl)pyrimidine). Yield: 93.2%. RXN SMILES: [NH:1]([C:8]1[N:13]=[C:12]([CH3:14])[CH:11]=[C:10]([CH:15]=[C:16](Cl)[CH3:17])[N:9]=1)[C:2]1[CH:7]=[CH:6][CH:5]=[CH:4][CH:3]=1.CC(C)([O-])C.[K+].Cl.C(=O)([O-])O.[Na+]>O1CCCC1.O>[NH:1]([C:8]1[N:13]=[C:12]([CH3:14])[CH:11]=[C:10]([C:15]#[C:16][CH3:17])[N:9]=1)[C:2]1[CH:3]=[CH:4][CH:5]=[CH:6][CH:7]=1 |f:1.2,4.5|. Procedure details: Into a 50 ml reaction flask equipped with a stirrer, a thermometer and a condenser, 1.30 g (0.005 mol) of 2-anilino-4-methyl-6-(2-chloropropen-1-yl)pyrimidine and 10 ml of anhydrous tetrahydrofuran were charged and dissolved, and then the mixture was cooled to -10° under stirring in a nitrogen gas atmosphere. Then, 1.28 g (0.0114 mol) of potassium tert-butoxide was dissolved in 10 ml of anhydrous tetrahydrofuran and dropwise added thereto at a temperature of from -8° to -12° C., and the mixture ... Reactants: C(C)(=O)OCC=1C(=NC=CC1C1=NN(C(C(=C1)NC1=NN(C(=C1)C)C)=O)C)N1C(C2=C(C=C(C=C2C=N1)C(C)(C)C)F)=O ((2-(6-tert-Butyl-8-fluoro-1-oxophthalazin-2(1H)-yl)-4-(5-(1,5-dimethyl-1H-pyrazol-3-ylamino)-1-methyl-6-oxo-1,6-dihydropyridazin-3-yl)pyridin-3-yl)methyl Acetate), O (water), [OH-].[Li+] (lithium hydroxide). Solvent: CC(C)O (propan-2-ol), O1CCCC1 (tetrahydrofuran). Run at temperature 30 celsius, time 2 hour. Yields the product C(C)(C)(C)C=1C=C2C=NN(C(C2=C(C1)F)=O)C1=NC=CC(=C1CO)C1=NN(C(C(=C1)NC1=NN(C(=C1)C)C)=O)C (6-tert-butyl-2-[4-[5-[(1,5-dimethylpyrazol-3-yl)amino]-1-methyl-6-oxo-pyridazin-3-yl]-3-(hydroxymethyl)-2-pyridyl]-8-fluoro-phthalazin-1-one). Yield: 18.4%. RXN SMILES: C([O:4][CH2:5][C:6]1[C:7]([N:28]2[N:37]=[CH:36][C:35]3[C:30](=[C:31]([F:42])[CH:32]=[C:33]([C:38]([CH3:41])([CH3:40])[CH3:39])[CH:34]=3)[C:29]2=[O:43])=[N:8][CH:9]=[CH:10][C:11]=1[C:12]1[CH:17]=[C:16]([NH:18][C:19]2[CH:23]=[C:22]([CH3:24])[N:21]([CH3:25])[N:20]=2)[C:15](=[O:26])[N:14]([CH3:27])[N:13]=1)(=O)C.O.[OH-].[Li+]>CC(O)C.O1CCCC1>[C:38]([C:33]1[CH:34]=[C:35]2[C:30](=[C:31]([F:42])[CH:32]=1)[C:29](=[O:43])[N:28]([C:7]1[C:6]([CH2:5][OH:4])=[C:11]([C:12]3[CH:17]=[C:16]([NH:18][C:19]4[CH:23]=[C:22]([CH3:24])[N:21]([CH3:25])[N:20]=4)[C:15](=[O:26])[N:14]([CH3:27])[N:13]=3)[CH:10]=[CH:9][N:8]=1)[N:37]=[CH:36]2)([CH3:41])([CH3:39])[CH3:40] |f:2.3|. Procedure: To a solution of 127c (176 mg, 0.30 mmol) in propan-2-ol (4 mL), tetrahydrofuran (4 mL), and water (1.0 mL) was added lithium hydroxide (72 mg, 3.0 mmol). The mixture was stirred at 30° C. for 2 h. It was then evaporated under reduced pressure and the residue was purified by reverse-phase prep-HPLC to afford 127 (30 mg, 18%) as a white solid. MS-ESI: [M+H]+ 544.8. 1H NMR (500 MHz, MeOD) δ 8.66 (d, J=5.0 Hz, 1H), 8.51 (d, J=2.5 Hz, 1H), 7.88 (s, 1H), 7.88 (s, 1H), 7.76-7.72 (m, 2H), 5.97 (s, 1H),... The reactants are CCOC(=O)CC1OB(O)c2cc(O)cc(COC)c21, C1CCOC1, Cl, [Li+], [OH-], O. The product is COCc1cc(O)cc2c1C(CC(=O)O)OB2O. Reaction SMILES: [CH2:1]([CH3:2])[O:3][C:4]([CH2:5][CH:6]1[c:7]2[c:8]([cH:12][c:13]([OH:19])[cH:14][c:15]2[CH2:16][O:17][CH3:18])[B:9]([OH:11])[O:10]1)=[O:20].[CH2:24]1[O:25][CH2:26][CH2:27][CH2:28]1.[ClH:23].[Li+:22].[OH-:21].[OH2:29]>>[O:3]=[C:4]([CH2:5][CH:6]1[c:7]2[c:8]([cH:12][c:13]([OH:19])[cH:14][c:15]2[CH2:16][O:17][CH3:18])[B:9]([OH:11])[O:10]1)[OH:20].